Dataset: the Open Reaction Database (ORD), a public repository of structured organic reaction records. Task: describe an organic reaction: reactants, conditions, products, and yield The reactants are CC(C#N)(C[C@@]1(CCN(C(O1)=O)[C@@H](C)C1=CC=C(C=C1)B1OC(C(O1)(C)C)(C)C)C1=CC=CC=C1)C (2,2-dimethyl-3-((R)-2-oxo-6-phenyl-3-((S)-1-(4-(4,4,5,5-tetramethyl-1,3,2-dioxaborolan-2-yl)phenyl)ethyl)-1,3-oxazinan-6-yl)propanenitrile), IC1=CC(NC=C1)=O (4-iodopyridin-2(1H)-one). Product: CC(C#N)(C[C@@]1(CCN(C(O1)=O)[C@@H](C)C1=CC=C(C=C1)C1=CC(NC=C1)=O)C1=CC=CC=C1)C (2,2-dimethyl-3-((R)-2-oxo-3-((S)-1-(4-(2-oxo-1,2-dihydropyridin-4-yl)phenyl)ethyl)-6-phenyl-1,3-oxazinan-6-yl)propanenitrile). RXN SMILES: [CH3:1][C:2]([CH3:36])([CH2:5][C@@:6]1([C:30]2[CH:35]=[CH:34][CH:33]=[CH:32][CH:31]=2)[O:11][C:10](=[O:12])[N:9]([C@H:13]([C:15]2[CH:20]=[CH:19][C:18](B3OC(C)(C)C(C)(C)O3)=[CH:17][CH:16]=2)[CH3:14])[CH2:8][CH2:7]1)[C:3]#[N:4].I[C:38]1[CH:43]=[CH:42][NH:41][C:40](=[O:44])[CH:39]=1>>[CH3:36][C:2]([CH3:1])([CH2:5][C@@:6]1([C:30]2[CH:31]=[CH:32][CH:33]=[CH:34][CH:35]=2)[O:11][C:10](=[O:12])[N:9]([C@H:13]([C:15]2[CH:20]=[CH:19][C:18]([C:38]3[CH:43]=[CH:42][NH:41][C:40](=[O:44])[CH:39]=3)=[CH:17][CH:16]=2)[CH3:14])[CH2:8][CH2:7]1)[C:3]#[N:4]. Reported procedure: The title compound was prepared from 2,2-dimethyl-3-((R)-2-oxo-6-phenyl-3-((S)-1-(4-(4,4,5,5-tetramethyl-1,3,2-dioxaborolan-2-yl)phenyl)ethyl)-1,3-oxazinan-6-yl)propanenitrile and 4-iodopyridin-2(1H)-one following a procedure analogous to that described in Example 4. LC-MS Method 1 tR=1.36 min, m/z=456(M+1); 1H NMR (CDCl3) 7.77(d, 1H), 7.43-7.32(m, 7H), 7.01(t, 4H), 5.67(q, 1H), 2.99(dd, 1H), 2.57-2.43(m, 2H), 2.32(m, 1H), 2.17(s, 2H), 1.57(d, 3H), 1.40(s, 3H), 1.33(s, 3H). Reactants: C(C)OC(C1=C(C=CC(=C1)C)OCCN1CCC(CC1)C1=CNC2=CC=C(C=C12)OC)=O (2-{2-[4-(5-methoxy-1H-indol-3-yl)-piperidin-1-yl]-ethoxy}-5-methyl-benzoic acid ethyl ester), crude mixture, [H-].[Na+] (NaH), BrCCOCC (bromoethylethyl ether). Yields the product C(C)OCCN1C=C(C2=CC(=CC=C12)OC)C1CCN(CC1)CCOC1=C(C(=O)O)C=C(C=C1)C (2-(2-{4-[1-(2-ethoxyethyl)-5-methoxy-1H-indol-3-yl]-piperidin-1-yl}-ethoxy)-5-methyl-benzoic acid). As a reaction SMILES: C([O:3][C:4](=[O:32])[C:5]1[CH:10]=[C:9]([CH3:11])[CH:8]=[CH:7][C:6]=1[O:12][CH2:13][CH2:14][N:15]1[CH2:20][CH2:19][CH:18]([C:21]2[C:29]3[C:24](=[CH:25][CH:26]=[C:27]([O:30][CH3:31])[CH:28]=3)[NH:23][CH:22]=2)[CH2:17][CH2:16]1)C.[H-].[Na+].Br[CH2:36][CH2:37][O:38][CH2:39][CH3:40]>>[CH2:37]([O:38][CH2:39][CH2:40][N:23]1[C:24]2[C:29](=[CH:28][C:27]([O:30][CH3:31])=[CH:26][CH:25]=2)[C:21]([CH:18]2[CH2:19][CH2:20][N:15]([CH2:14][CH2:13][O:12][C:6]3[CH:7]=[CH:8][C:9]([CH3:11])=[CH:10][C:5]=3[C:4]([OH:3])=[O:32])[CH2:16][CH2:17]2)=[CH:22]1)[CH3:36] |f:1.2|. Reported procedure: This compound was prepared following the procedure described in Example 138 (part B) starting with 1.4 g (3.2 mmol) of 2-{2-[4-(5-methoxy-1H-indol-3-yl)-piperidin-1-yl]-ethoxy}-5-methyl-benzoic acid ethyl ester (prepared as in Example 138, part A), 0.17 g (4.2 mmol) of NaH in 60% of mineral oil and 0.43 mL (3.8 mmol) of bromoethylethyl ether. The crude mixture was hydrolised following the procedure described in Example 138 (part C) and purified by chromatography over silica gel affording 0.470 g... The reactants are O=C([O-])[O-], CS(C)=O, Cc1nnc(Cl)cc1Cl, [Cs+], [Cs+], Nc1ncccc1O, O. Yields the product Cc1nnc(Cl)cc1Oc1cccnc1N. Reaction SMILES: [C:18](=[O:19])([O-:20])[O-:21].[CH3:24][S:25]([CH3:26])=[O:27].[Cl:9][c:10]1[c:11]([CH3:17])[n:12][n:13][c:14]([Cl:16])[cH:15]1.[Cs+:22].[Cs+:23].[NH2:1][c:2]1[n:3][cH:4][cH:5][cH:6][c:7]1[OH:8].[OH2:28]>>[NH2:1][c:2]1[n:3][cH:4][cH:5][cH:6][c:7]1[O:8][c:10]1[c:11]([CH3:17])[n:12][n:13][c:14]([Cl:16])[cH:15]1. Product: C#CCOc1cc(-n2nnn(CC)c2=O)c(Cl)cc1F. As a reaction SMILES: [Br:18][CH2:19][C:20]#[CH:21].[C:22](=[O:23])([O-:24])[O-:25].[CH3:28][C:29](=[O:30])[CH3:31].[Cl:1][c:2]1[c:3](-[n:10]2[n:11][n:12][n:13]([CH2:16][CH3:17])[c:14]2=[O:15])[cH:4][c:5]([OH:9])[c:6]([F:8])[cH:7]1.[K+:26].[K+:27]>>[Cl:1][c:2]1[c:3](-[n:10]2[n:11][n:12][n:13]([CH2:16][CH3:17])[c:14]2=[O:15])[cH:4][c:5]([O:9][CH2:21][C:20]#[CH:19])[c:6]([F:8])[cH:7]1. The reactants are C#CCBr, O=C([O-])[O-], CC(C)=O, CCn1nnn(-c2cc(O)c(F)cc2Cl)c1=O, [K+], [K+].